From a dataset of the Open Reaction Database (ORD), a public repository of structured organic reaction records. describe an organic reaction: reactants, conditions, products, and yield The reactants are CCC1CN(C(=O)NCC(F)(F)F)CC1c1nnc2cnc3c(ccn3S(=O)(=O)c3ccc(C)cc3)n12, C1COCCO1, [Na+], [OH-]. Product: CCC1CN(C(=O)NCC(F)(F)F)CC1c1nnc2cnc3[nH]ccc3n12. As a reaction SMILES: [CH2:1]([CH3:2])[CH:3]1[CH2:4][N:5]([C:30](=[O:31])[NH:32][CH2:33][C:34]([F:35])([F:36])[F:37])[CH2:6][CH:7]1[c:8]1[n:9][n:10][c:11]2[n:12]1[c:13]1[c:14]([n:15][cH:16]2)[n:17]([S:20]([c:21]2[cH:22][cH:23][c:24]([CH3:25])[cH:26][cH:27]2)(=[O:28])=[O:29])[cH:18][cH:19]1.[CH2:40]1[O:41][CH2:42][CH2:43][O:44][CH2:45]1.[Na+:39].[OH-:38]>>[CH2:1]([CH3:2])[CH:3]1[CH2:4][N:5]([C:30](=[O:31])[NH:32][CH2:33][C:34]([F:35])([F:36])[F:37])[CH2:6][CH:7]1[c:8]1[n:9][n:10][c:11]2[n:12]1[c:13]1[c:14]([n:15][cH:16]2)[nH:17][cH:18][cH:19]1. The reactants are O=C([O-])O, Cc1ccccc1, O=C(Cl)c1c(Cl)cccc1Cl, CC(C)(C)OC(=O)c1ccc(CCc2ccccc2)cc1N, [Na+], c1ccncc1. The product is CC(C)(C)OC(=O)c1ccc(CCc2ccccc2)cc1NC(=O)c1c(Cl)cccc1Cl. Reaction SMILES: [C:40](=[O:41])([O-:42])[OH:43].[CH3:45][c:46]1[cH:47][cH:48][cH:49][cH:50][cH:51]1.[Cl:7][c:8]1[c:9]([C:10](=[O:11])[Cl:12])[c:13]([Cl:17])[cH:14][cH:15][cH:16]1.[NH2:18][c:19]1[c:20]([C:21](=[O:22])[O:23][C:24]([CH3:25])([CH3:26])[CH3:27])[cH:28][cH:29][c:30]([CH2:32][CH2:33][c:34]2[cH:35][cH:36][cH:37][cH:38][cH:39]2)[cH:31]1.[Na+:44].[cH:1]1[cH:2][cH:3][n:4][cH:5][cH:6]1>>[Cl:7][c:8]1[c:9]([C:10](=[O:11])[NH:18][c:19]2[c:20]([C:21](=[O:22])[O:23][C:24]([CH3:25])([CH3:26])[CH3:27])[cH:28][cH:29][c:30]([CH2:32][CH2:33][c:34]3[cH:35][cH:36][cH:37][cH:38][cH:39]3)[cH:31]2)[c:13]([Cl:17])[cH:14][cH:15][cH:16]1.